Dataset: the Open Reaction Database (ORD), a public repository of structured organic reaction records. Task: describe an organic reaction: reactants, conditions, products, and yield The reactants are CCOC(=O)C1=C(COCc2nc(C(=O)OCC)cs2)NC(C)=C(C(=O)OC)C1c1ccccc1Cl, [NH4+], C1COCCO1, [OH-]. Yields the product CCOC(=O)C1=C(COCc2nc(C(N)=O)cs2)NC(C)=C(C(=O)OC)C1c1ccccc1Cl. As a reaction SMILES: [Cl:1][c:2]1[c:3]([CH:8]2[C:9]([C:32](=[O:33])[O:34][CH2:35][CH3:36])=[C:10]([CH2:19][O:20][CH2:21][c:22]3[s:23][cH:24][c:25]([C:27](=[O:28])[O:29][CH2:30][CH3:31])[n:26]3)[NH:11][C:12]([CH3:18])=[C:13]2[C:14](=[O:15])[O:16][CH3:17])[cH:4][cH:5][cH:6][cH:7]1.[NH4+:37].[O:39]1[CH2:40][CH2:41][O:42][CH2:43][CH2:44]1.[OH-:38]>>[Cl:1][c:2]1[c:3]([CH:8]2[C:9]([C:32](=[O:33])[O:34][CH2:35][CH3:36])=[C:10]([CH2:19][O:20][CH2:21][c:22]3[s:23][cH:24][c:25]([C:27](=[O:28])[NH2:37])[n:26]3)[NH:11][C:12]([CH3:18])=[C:13]2[C:14](=[O:15])[O:16][CH3:17])[cH:4][cH:5][cH:6][cH:7]1. Reactants: C1(=CC=CC=C1)C1(C(N(C(N1)=O)CO)=O)C1=CC=CC=C1 (5,5-Diphenyl-3-hydroxymethyl-2,4-imidazolidinedione), BrCC(=O)Cl (bromoacetylchloride), Cl (HCl). The solvent is C(C)OCC (ethyl ether). Reaction conditions: temperature 0 celsius. Yields the product BrCC(=O)OCN1C(NC(C1=O)(C1=CC=CC=C1)C1=CC=CC=C1)=O (3-Bromoacetyloxymethyl-5,5-diphenyl-2,4-imidazolidinedione). RXN SMILES: [C:1]1([C:7]2([C:16]3[CH:21]=[CH:20][CH:19]=[CH:18][CH:17]=3)[NH:11][C:10](=[O:12])[N:9]([CH2:13][OH:14])[C:8]2=[O:15])[CH:6]=[CH:5][CH:4]=[CH:3][CH:2]=1.[Br:22][CH2:23][C:24](Cl)=[O:25].Cl>C(OCC)C>[Br:22][CH2:23][C:24]([O:14][CH2:13][N:9]1[C:8](=[O:15])[C:7]([C:1]2[CH:2]=[CH:3][CH:4]=[CH:5][CH:6]=2)([C:16]2[CH:17]=[CH:18][CH:19]=[CH:20][CH:21]=2)[NH:11][C:10]1=[O:12])=[O:25]. Procedure: 5,5-Diphenyl-3-hydroxymethyl-2,4-imidazolidinedione (2 g, 0.0071 mol) was dissolved in bromoacetylchloride (15 g, 8 mL, 0.096 mol) by heating in an oil bath (70°-80° C. bath temperature) for about 15 minutes, until the formation of HCl ceased. The mixture was cooled and 30 mL of ethyl ether were added. White crystals formed. The mixture was cooled to 0° C., then the crystals were removed by filtration and dried over P2O5. Yield: 2.15 g (75%), m.p. 179°-183° C. Anal. calc. for C18H15N2O4Br: C, 53... The reactants are O (water), O1CCN(CC1)C=1C=2N(N=CC1)C=C(N2)C(=O)OCC (Ethyl 8-morpholinoimidazo[1,2-b]pyridazine-2-carboxylate), [NH4+].[Cl-] (NH4Cl), [H-].[Al+3].[Li+].[H-].[H-].[H-] (lithium aluminium hydride). Run in C1CCOC1 (THF). Run at time 1 hour. Product: O1CCN(CC1)C=1C=2N(N=CC1)C=C(N2)CO ((8-Morpholinoimidazo[1,2-b]pyridazin-2-yl)methanol). RXN SMILES: [O:1]1[CH2:6][CH2:5][N:4]([C:7]2[C:8]3[N:9]([CH:13]=[C:14]([C:16](OCC)=[O:17])[N:15]=3)[N:10]=[CH:11][CH:12]=2)[CH2:3][CH2:2]1.[H-].[Al+3].[Li+].[H-].[H-].[H-].[NH4+].[Cl-].O>C1COCC1>[O:1]1[CH2:2][CH2:3][N:4]([C:7]2[C:8]3[N:9]([CH:13]=[C:14]([CH2:16][OH:17])[N:15]=3)[N:10]=[CH:11][CH:12]=2)[CH2:5][CH2:6]1 |f:1.2.3.4.5.6,7.8|. Procedure: A stirred solution of compound 5c (14 g, 51 mmol) in THF (400 mL) was cooled in an ice-water bath under an argon atmosphere and treated with lithium aluminium hydride (1M in THF, 51 mL, 51 mmol) dropwise. After 1 h, saturated NH4Cl solution (20 mL) was added slowly to quench the reaction, followed by 200 mL of water. The reaction mixture was extracted with EtOAc (2×100 mL). The combined organic layers were washed with brine, dried over Na2SO4, filtered and concentrated to give compound 5d as a w... Product: CCC(=C(c1ccccc1)c1ccc(C=CC(=O)NS(=O)(=O)c2ccccc2Cl)cc1)c1ccccc1. Starting materials: NS(=O)(=O)c1ccccc1Cl, CCC(=C(c1ccccc1)c1ccc(C=CC(=O)O)cc1)c1ccccc1. RXN SMILES: [Cl:28][c:29]1[c:30]([S:35](=[O:36])(=[O:37])[NH2:38])[cH:31][cH:32][cH:33][cH:34]1.[c:1]1([C:7](=[C:8]([CH2:9][CH3:10])[c:11]2[cH:12][cH:13][cH:14][cH:15][cH:16]2)[c:17]2[cH:18][cH:19][c:20]([CH:23]=[CH:24][C:25](=[O:26])[OH:27])[cH:21][cH:22]2)[cH:2][cH:3][cH:4][cH:5][cH:6]1>>[c:1]1([C:7](=[C:8]([CH2:9][CH3:10])[c:11]2[cH:12][cH:13][cH:14][cH:15][cH:16]2)[c:17]2[cH:18][cH:19][c:20]([CH:23]=[CH:24][C:25](=[O:26])[NH:38][S:35]([c:30]3[c:29]([Cl:28])[cH:34][cH:33][cH:32][cH:31]3)(=[O:36])=[O:37])[cH:21][cH:22]2)[cH:2][cH:3][cH:4][cH:5][cH:6]1. The reactants are mixture, C(C(F)(F)F)(C(F)(F)F)C(F)(F)OC ((CF3)2CHCF2OCH3), CCOCC (ether), (CF3)2C, C1(=CC=CC=C1)C (toluene), Hastelloy. Reagents/catalysts: [Ni] (nickel). Solvent: O (water). Product: C(C(F)(F)F)C(F)(F)F (HFC-236fa). RXN SMILES: [CH:1](C(OC)(F)F)([C:6]([F:9])([F:8])[F:7])[C:2]([F:5])([F:4])[F:3].CCOCC.C1(C)C=CC=CC=1>[Ni].O>[CH2:1]([C:6]([F:9])([F:8])[F:7])[C:2]([F:5])([F:4])[F:3]. Procedure: A 100 g mixture containing 59.0% (CF3)2CHCF2OCH3 (ether A), 20% (CF3)2C=CFOCH3 (ether B), 15.9% toluene and 150 mL water was heated in a Hastelloy™ nickel alloy tube for 3 hours at 135° C. and 6 hours at 200° C. The volatiles were bubbled through a solution of aqueous NaOH and a CaSO4 drying column, and condensed in a dry ice cooled trap to give 12.9 g HFC-236fa identified by its infrared spectrum. The liquid contents of the tube contained two layers. The upper layer, 14.9 g, was shown by 1H and... Starting materials: CC=1SC=C(C1NN)C (2,4-dimethylthien-3-yl-hydrazine), N1=CC=CC=C1 (pyridine), O (water), O (water), Cl (HCl), C(C)OCC (diethylether). Conditions: time 3 hour. Product: CC=1SC=C(C1NNC(=O)OC)C (Methyl 2-(2,4-dimethylthien-3-yl)-hydrazinecarboxylate). Reaction SMILES: [CH3:1][C:2]1[S:3][CH:4]=[C:5]([CH3:9])[C:6]=1[NH:7][NH2:8].N1C=CC=CC=1.[OH2:16].Cl.[CH2:18]([O:20][CH2:21]C)C>>[CH3:1][C:2]1[S:3][CH:4]=[C:5]([CH3:9])[C:6]=1[NH:7][NH:8][C:18]([O:20][CH3:21])=[O:16]. Reported procedure: To a mixture of 35.5 g (0.25 mol) 2,4-dimethylthien-3-yl-hydrazine, 27.6 g (0.35 mol) pyridine and 83 ml water are added within 15 minutes at room temperature 23.6 g (0.25 mol) methyl chloroformiate. 83 ml water are further added, and the mixture is stirred for 3 hours at room temperature. After the addition of 300 ml diethylether, the mixture is acidified with 2 N HCl, the organic phase separated, washed with water, dried and concentrated.